Dataset: the Open Reaction Database (ORD), a public repository of structured organic reaction records. Task: describe an organic reaction: reactants, conditions, products, and yield Reactants: CC1(CC1)C(=O)C(C(=O)OCC)C(C)=O (ethyl 2-(1-methylcyclopropanecarbonyl)-3-oxobutanoate), N (ammonia). The solvent is C(C)O (ethanol). Product: CC1(CC1)C(=O)CC(=O)OCC (ethyl (1-methylcyclopropanecarbonyl)acetate). Isolated yield 97.5%. Reaction SMILES: [CH3:1][C:2]1([C:5]([CH:7](C(=O)C)[C:8]([O:10][CH2:11][CH3:12])=[O:9])=[O:6])[CH2:4][CH2:3]1.N>C(O)C>[CH3:1][C:2]1([C:5]([CH2:7][C:8]([O:10][CH2:11][CH3:12])=[O:9])=[O:6])[CH2:3][CH2:4]1. Procedure: A solution comprising 55 grams of ethyl 2-(1-methylcyclopropanecarbonyl)-3-oxobutanoate and 160 ml of ethanol was stirred at room temperature and 60 ml of a 30% aqueous ammonia solution was added dropwise to this solution over a period of 10 minutes. Subsequently, the mixture was stirred for 1 hour and extracted with 300 ml of ethyl acetate and dilute aqueous hydrochloric acid. After neutralization and washing with water, the organic layer was dried over anhydrous sodium sulfate. The solvent was... Reactants: IC1=C(C(=O)O)C=C(C=C1)S(=O)(=O)C (2-Iodo-5-methanesulfonyl-benzoic acid), FC(C1=CC=C(C=C1)N1CCNCC1)(F)F (1-(4-trifluromethylphenyl)piperazine), CN(C)C(=[N+](C)C)ON1C2=C(C=CC=C2)N=N1.[B-](F)(F)(F)F (TBTU), C(C)N(C(C)C)C(C)C (N-ethyldiisopropylamine). Run in CN(C=O)C (dimethylformamide). Run at time 2 hour. The product is IC1=C(C=C(C=C1)S(=O)(=O)C)C(=O)N1CCN(CC1)C1=CC=C(C=C1)C(F)(F)F ((2-Iodo-5-methanesulfonyl-phenyl)-[4-(4-trifluoromethyl-phenyl)-piperazin-1-yl]-methanone). Reaction SMILES: [I:1][C:2]1[CH:10]=[CH:9][C:8]([S:11]([CH3:14])(=[O:13])=[O:12])=[CH:7][C:3]=1[C:4]([OH:6])=O.CN(C(ON1N=NC2C=CC=CC1=2)=[N+](C)C)C.[B-](F)(F)(F)F.C(N(C(C)C)C(C)C)C.[F:46][C:47]([F:61])([F:60])[C:48]1[CH:53]=[CH:52][C:51]([N:54]2[CH2:59][CH2:58][NH:57][CH2:56][CH2:55]2)=[CH:50][CH:49]=1>CN(C)C=O>[I:1][C:2]1[CH:10]=[CH:9][C:8]([S:11]([CH3:14])(=[O:13])=[O:12])=[CH:7][C:3]=1[C:4]([N:57]1[CH2:56][CH2:55][N:54]([C:51]2[CH:50]=[CH:49][C:48]([C:47]([F:60])([F:61])[F:46])=[CH:53][CH:52]=2)[CH2:59][CH2:58]1)=[O:6] |f:1.2|. Procedure: To a solution of 2-Iodo-5-methanesulfonyl-benzoic acid (Example C, 3.0 g, 9.2 mmol) in dimethylformamide (20 ml) were successively added TBTU (3.8 g, 11.5 mmol), N-ethyldiisopropylamine (8.0 ml, 46.0 mmol) and 1-(4-trifluromethylphenyl)piperazine (ABCR F07741NB, [30459-17-7], 2.5 g, 11.0 mmol). The reaction was then stirred at room temperature for two hours, then concentrated in vacuo and purified by column chromatography (SiO2, 50 g, CH2Cl2/MeOH/NH3=100/0/0 to 95/4.5/0.5), to give the title com... The product is S([C@@H]1[C@@H](O)[C@H](O)[C@H](O)[C@@H](O1)C)C1=CC=CC=C1 (Phenyl 1-thio-β-L-fucopyranoside). The solvent is CO (methanol). Reported procedure: Compound of example 8 (224 g) is dissolved in methanol (500 ml) and NaOMe (2 g, 37 mmol) is added. The reaction mixture is stirred at 40° C. for 21/2 h. Methanol (250 ml) is distilled off and CO2 is bubbled through the remaining solution for 5 min reaching pH=7. The reaction mixture is evaporated and isobutyl acetate (450 ml) is added. 50 ml of solvent is evaporated and the resulting mixture is subjected to crystallization by letting it at room temperature for 24 h. The white crystalline solid f... Run at temperature 40 celsius, time 2 hour. As a reaction SMILES: C([O:4][C@H:5]1[C@H:17]([O:18]C(=O)C)[C@H:16]([O:22]C(=O)C)[C@H:15]([CH3:26])[O:14][C@@H:6]1[S:7][C:8]1[CH:13]=[CH:12][CH:11]=[CH:10][CH:9]=1)(=O)C.C[O-].[Na+]>CO>[S:7]([C:8]1[CH:9]=[CH:10][CH:11]=[CH:12][CH:13]=1)[C@H:6]1[O:14][C@@H:15]([CH3:26])[C@@H:16]([OH:22])[C@@H:17]([OH:18])[C@@H:5]1[OH:4] |f:1.2|. Reactants: C(C)(=O)O[C@@H]1[C@@H](SC2=CC=CC=C2)O[C@H]([C@H]([C@H]1OC(C)=O)OC(C)=O)C (Phenyl 2,3,4-tri-O-acetyl-1-thio-β-L-fucopyranoside), C[O-].[Na+] (NaOMe). The yield is 73.3%. Starting materials: [N+](=O)([O-])[O-].[K+] (potassium nitrate), Cl (hydrogen chloride), C1CCN2CC=3C=CC=CC3CC21 (1,2,3,5,10,10a-hexahydropyrrolo[1,2-b]isoquinoline), [OH-].[NH4+] (ammonium hydroxide). Run in C(C)O (ethanol), S(O)(O)(=O)=O (sulfuric acid), C(C)(C)O (isopropanol). Run at time 1 hour. The product is Cl.[N+](=O)([O-])C=1C=CC=2CC3N(CC2C1)CCC3 (7-Nitro-1,2,3,5,10,10a-hexahydropyrrolo[1,2-b]isoquinoline hydrochloride). The yield is 36.0%. Reaction SMILES: [CH2:1]1[CH:13]2[N:4]([CH2:5][C:6]3[CH:7]=[CH:8][CH:9]=[CH:10][C:11]=3[CH2:12]2)[CH2:3][CH2:2]1.[N+:14]([O-])([O-:16])=[O:15].[K+].[OH-].[NH4+].[ClH:21]>S(=O)(=O)(O)O.C(O)(C)C.C(O)C>[ClH:21].[N+:14]([C:8]1[CH:9]=[CH:10][C:11]2[CH2:12][CH:13]3[CH2:1][CH2:2][CH2:3][N:4]3[CH2:5][C:6]=2[CH:7]=1)([O-:16])=[O:15] |f:1.2,3.4,9.10|. Reported procedure: To a solution of 1,2,3,5,10,10a-hexahydropyrrolo[1,2-b]isoquinoline (4.12 g, 23.8 mmol) in concentrated sulfuric acid (100 ml) at -10° C. was added, in portions over 1 h, potassium nitrate (2.40 g, 23.7 mmol). After addition was complete, the reaction mixture was stirred for 1 h before it was poured over ice. The aqueous solution was made basic with concentrated ammonium hydroxide and the product was extracted into dichloromethane (twice). The dried (magnesium sulfate) organic phase was concentr... As a reaction SMILES: [O:1]1CCCO[CH:2]1[C:7]1[CH:12]=[CH:11][C:10]([C:13]2[S:14][C:15]3[C:20]([N:21]=2)=[CH:19][CH:18]=[C:17]([C:22]2([CH:25]4[CH2:29][CH2:28][C:27]([F:31])([F:30])[CH2:26]4)[CH2:24][CH2:23]2)[N:16]=3)=[C:9]([F:32])[CH:8]=1.Cl>C1COCC1>[F:31][C:27]1([F:30])[CH2:28][CH2:29][CH:25]([C:22]2([C:17]3[N:16]=[C:15]4[S:14][C:13]([C:10]5[CH:11]=[CH:12][C:7]([CH:2]=[O:1])=[CH:8][C:9]=5[F:32])=[N:21][C:20]4=[CH:19][CH:18]=3)[CH2:23][CH2:24]2)[CH2:26]1. Conditions: temperature 70 celsius. Product: FC1(CC(CC1)C1(CC1)C1=CC=C2C(=N1)SC(=N2)C2=C(C=C(C=O)C=C2)F)F ((rac)-4-(5-(1-(3,3-difluorocyclopentyl)-cyclopropyl)thiazolo[5,4-b]pyridine-2-yl)-3-fluorobenzaldehyde). Procedure details: 2-(4-(1,3-Dioxan-2-yl)-2-fluorophenyl)-5-(1-(3,3-difluorocyclopentyl)-cyclopropyl)thiazolo[5,4-b]pyridine was treated with 5 mL THF and 5N HCl was sealed and heated to 70° C. for 1 h. The reaction mixture was cooled, quenched with ice and 10 N NaOH until basic, and diluted with water and DCM. The aq. Layer was extracted with DCM, and the combined organics were dried over sodium sulfate, filtered, and concentrated in vacuo to give a brown oil. The oil was adsorbed onto 5 g silica gel and dried, p... Starting materials: O1C(OCCC1)C1=CC(=C(C=C1)C=1SC2=NC(=CC=C2N1)C1(CC1)C1CC(CC1)(F)F)F (2-(4-(1,3-Dioxan-2-yl)-2-fluorophenyl)-5-(1-(3,3-difluorocyclopentyl)-cyclopropyl)thiazolo[5,4-b]pyridine), Cl (HCl). Solvent: C1CCOC1 (THF). Conditions: temperature 0 celsius, time 2 hour. Reactants: O (water), CC[Mg+].[Br-] (EtMgBr), CON(C(=O)C1=CC2=C(N(C=N2)C2OCCCC2)C=C1)C (N-methoxy-N-methyl-1-(tetrahydro-2H-pyran-2-yl)-1H-benzo[d]imidazole-5-carboxamide), [NH4+].[Cl-] (NH4Cl). Reaction SMILES: [CH3:1][CH2:2][Mg+].[Br-].CON(C)[C:8]([C:10]1[CH:24]=[CH:23][C:13]2[N:14]([CH:17]3[CH2:22][CH2:21][CH2:20][CH2:19][O:18]3)[CH:15]=[N:16][C:12]=2[CH:11]=1)=[O:9].[NH4+].[Cl-].O>C1COCC1>[O:18]1[CH2:19][CH2:20][CH2:21][CH2:22][CH:17]1[N:14]1[C:13]2[CH:23]=[CH:24][C:10]([C:8](=[O:9])[CH2:2][CH3:1])=[CH:11][C:12]=2[N:16]=[CH:15]1 |f:0.1,3.4|. Product: O1C(CCCC1)N1C=NC2=C1C=CC(=C2)C(CC)=O (1-(1-(tetrahydro-2H-pyran-2-yl)-1H-benzo[d]imidazol-5-yl)propan-1-one). Reported procedure: A solution of EtMgBr (0.72 mL, 1 mol/L) was added to N-methoxy-N-methyl-1-(tetrahydro-2H-pyran-2-yl)-1H-benzo[d]imidazole-5-carboxamide (70 mg, 0.24 mmol) in THF at 0° C. under argon. The mixture was stirred at 0° C. for 2 h. A solution of NH4Cl was added, carefully, to quench the reaction. The mixture was poured into water and extracted with EtOAc. The organics were washed sequentially with water and brine, then dried (Na2SO4). Removal of solvent followed by SiO2 chromatography afforded 1-(1-(t... Isolated yield 72.0%. Run in C1CCOC1 (THF). The reactants are C[Si](C)(C)C#N (trimethylsilylcyanide), [C-]#N.[K+] (potassium cyanide), C1COCCOCCOCCOCCOCCO1 (18-crown-6), CC1=C(C=O)C=CC=C1 (2-methylbenzaldehyde). The solvent is ClCCl (dichloromethane), C(C)OCC (diethyl ether). Reaction conditions: time 3 hour. Product: C[Si](OC(C#N)C1=C(C=CC=C1)C)(C)C (2-trimethylsilyloxy-2-(2-methylphenyl)acetonitrile). RXN SMILES: [CH3:1][C:2]1[CH:9]=[CH:8][CH:7]=[CH:6][C:3]=1[CH:4]=[O:5].[CH3:10][Si:11](C#N)([CH3:13])[CH3:12].[C-:16]#[N:17].[K+].C1OCCOCCOCCOCCOCCOC1>ClCCl.C(OCC)C>[CH3:10][Si:11]([CH3:13])([CH3:12])[O:5][CH:4]([C:3]1[CH:6]=[CH:7][CH:8]=[CH:9][C:2]=1[CH3:1])[C:16]#[N:17] |f:2.3|. Procedure details: To a solution of 1.00 g (8.33 mmol) of 2-methylbenzaldehyde dissolved in 20 mL of dichloromethane was added 1.33 mL (10.0 mmol) trimethylsilylcyanide, 1-2 mg of potassium cyanide, 1-2 mg of 18-crown-6, and the reaction mixture was stirred at room temperature for 3 hours. The reaction mixture was then diluted into diethyl ether, washed with 5% NaHCO3, brine, dried (MgSO4), filtered and evaporated. The residual oil was used directly in the next step.